From a dataset of the Open Reaction Database (ORD), a public repository of structured organic reaction records. describe an organic reaction: reactants, conditions, products, and yield Reactants: CC=1C=C(C(=O)N([C@@H]([C@@H](C)CC)C(=O)O)C)C=C(C1)C (N-(3,5-dimethylbenzoyl)-N-methyl-(L)-isoleucine), Cl.COC([C@@H](N)CC1=CNC2=CC=CC=C12)=O ((L)-tryptophan methyl ester hydrochloride), methyl ester. The product is CC=1C=C(C(=O)N([C@@H]([C@@H](C)CC)C(=O)N[C@@H](CC2=CNC3=CC=CC=C23)C(=O)O)C)C=C(C1)C (N-(3,5-dimethylbenzoyl)-N-methyl-(L)-isoleucinyl-(L)-tryptophan). As a reaction SMILES: [CH3:1][C:2]1[CH:3]=[C:4]([CH:17]=[C:18]([CH3:20])[CH:19]=1)[C:5]([N:7]([CH3:16])[C@H:8]([C:13]([OH:15])=O)[C@H:9]([CH2:11][CH3:12])[CH3:10])=[O:6].Cl.C[O:23][C:24](=[O:37])[C@H:25]([CH2:27][C:28]1[C:36]2[C:31](=[CH:32][CH:33]=[CH:34][CH:35]=2)[NH:30][CH:29]=1)[NH2:26]>>[CH3:20][C:18]1[CH:17]=[C:4]([CH:3]=[C:2]([CH3:1])[CH:19]=1)[C:5]([N:7]([CH3:16])[C@H:8]([C:13]([NH:26][C@H:25]([C:24]([OH:37])=[O:23])[CH2:27][C:28]1[C:36]2[C:31](=[CH:32][CH:33]=[CH:34][CH:35]=2)[NH:30][CH:29]=1)=[O:15])[C@H:9]([CH2:11][CH3:12])[CH3:10])=[O:6] |f:1.2|. Procedure: Coupling of N-(3,5-dimethylbenzoyl)-N-methyl-(L)-isoleucine (prepared following the procedure described in example 78) with (L)-tryptophan methyl ester hydrochloride according to example 12 followed by hydrolysis of the methyl ester moiety according to example 1 gives N-(3,5-dimethylbenzoyl)-N-methyl-(L)-isoleucinyl-(L)-tryptophan; FAB-MS m/e 464 (M+H)+. Reaction SMILES: [CH3:39][OH:40].[CH:1]([CH3:2])([CH3:3])[n:4]1[n:5][cH:6][n:7][c:8]1-[c:9]1[cH:10][n:11]2[c:17]([n:18]1)-[c:16]1[c:15]([cH:22][c:21]([CH:23]3[CH2:24][CH2:25][N:26]([CH2:29][CH2:30][O:31][CH:32]4[CH2:33][CH2:34][CH2:35][CH2:36][O:37]4)[CH2:27][CH2:28]3)[cH:20][cH:19]1)[O:14][CH2:13][CH2:12]2.[ClH:38].[O:41]1[CH2:42][CH2:43][O:44][CH2:45][CH2:46]1>>[CH:1]([CH3:2])([CH3:3])[n:4]1[n:5][cH:6][n:7][c:8]1-[c:9]1[cH:10][n:11]2[c:17]([n:18]1)-[c:16]1[c:15]([cH:22][c:21]([CH:23]3[CH2:24][CH2:25][N:26]([CH2:29][CH2:30][OH:31])[CH2:27][CH2:28]3)[cH:20][cH:19]1)[O:14][CH2:13][CH2:12]2. Reactants: CO, CC(C)n1ncnc1-c1cn2c(n1)-c1ccc(C3CCN(CCOC4CCCCO4)CC3)cc1OCC2, Cl, C1COCCO1. Yields the product CC(C)n1ncnc1-c1cn2c(n1)-c1ccc(C3CCN(CCO)CC3)cc1OCC2. Reactants: O=C=Nc1cccc(Br)c1, CCOC(C)=O, Nc1cc(Cl)ccc1CC(=O)O, c1ccncc1. Product: O=C(O)Cc1ccc(Cl)cc1NC(=O)Nc1cccc(Br)c1. Reaction SMILES: [Br:13][c:14]1[cH:15][c:16]([N:20]=[C:21]=[O:22])[cH:17][cH:18][cH:19]1.[CH3:29][CH2:30][O:31][C:32](=[O:33])[CH3:34].[NH2:1][c:2]1[c:3]([CH2:9][C:10](=[O:11])[OH:12])[cH:4][cH:5][c:6]([Cl:8])[cH:7]1.[cH:23]1[cH:24][cH:25][n:26][cH:27][cH:28]1>>[NH:1]([c:2]1[c:3]([CH2:9][C:10](=[O:11])[OH:12])[cH:4][cH:5][c:6]([Cl:8])[cH:7]1)[C:21]([NH:20][c:16]1[cH:15][c:14]([Br:13])[cH:19][cH:18][cH:17]1)=[O:22]. The reactants are C1NCCC=2C3=CC=CC=C3NC12 (2,3,4,9-tetrahydro-1H-beta-carboline), C(#N)[BH3-].[Na+] (sodium cyanoborohydride). The solvent is C(=O)(C(F)(F)F)O (TFA). Conditions: time 16 hour. The product is C1NCCC2C3=CC=CC=C3NC12 (2,3,4,4a,9,9a-hexahydro-1H-beta-carboline). The yield is 72.3%. Reaction SMILES: [CH2:1]1[C:13]2[NH:12][C:11]3[C:6](=[CH:7][CH:8]=[CH:9][CH:10]=3)[C:5]=2[CH2:4][CH2:3][NH:2]1.C([BH3-])#N.[Na+]>C(O)(C(F)(F)F)=O>[CH2:1]1[CH:13]2[CH:5]([C:6]3[C:11]([NH:12]2)=[CH:10][CH:9]=[CH:8][CH:7]=3)[CH2:4][CH2:3][NH:2]1 |f:1.2|. Reported procedure: To a solution of 2,3,4,9-tetrahydro-1H-beta-carboline (0.100 g, 0.581 mmol) in TFA (1 mL) was added sodium cyanoborohydride (0.109 g, 1.74 mmol) and the reaction mixture was stirred at ambient temperature for about 16 h. The reaction mixture was concentrated in vacuo and the residue was partitioned between water (25 mL) and dichloromethane (50 mL). The organic layer was separated and the aqueous layer was further extracted with dichloromethane (2×50 mL). The combined organic extracts were dried ... Reactants: O=C([O-])[O-], ClCCl, O=C(Cl)Cl, [K+], [K+], O, Fc1ccc(OC2CN(C(c3ccccc3)c3ccccc3)C2)cc1. Yields the product O=C(Cl)N1CC(Oc2ccc(F)cc2)C1. RXN SMILES: [C:5](=[O:6])([O-:7])[O-:8].[CH2:37]([Cl:38])[Cl:39].[Cl:1][C:2]([Cl:3])=[O:4].[K+:10].[K+:9].[OH2:36].[c:11]1([CH:12]([c:13]2[cH:14][cH:15][cH:16][cH:17][cH:30]2)[N:18]2[CH2:19][CH:20]([O:22][c:23]3[cH:24][cH:25][c:26]([F:29])[cH:27][cH:28]3)[CH2:21]2)[cH:31][cH:32][cH:33][cH:34][cH:35]1>>[Cl:1][C:2](=[O:4])[N:18]1[CH2:19][CH:20]([O:22][c:23]2[cH:24][cH:25][c:26]([F:29])[cH:27][cH:28]2)[CH2:21]1.